describe an organic reaction: reactants, conditions, products, and yield From a dataset of the Open Reaction Database (ORD), a public repository of structured organic reaction records. The reactants are O=C([O-])O, CC(C)=O, CCCCOC(=O)Cl, N#Cc1nc(N)[nH]c1C#N, [Na+]. Product: CCCCOC(=O)n1c(N)nc(C#N)c1C#N. Reaction SMILES: [C:11](=[O:12])([OH:13])[O-:14].[CH3:24][C:25](=[O:26])[CH3:27].[Cl:16][C:17](=[O:18])[O:19][CH2:20][CH2:21][CH2:22][CH3:23].[NH2:1][c:2]1[nH:3][c:4]([C:9]#[N:10])[c:5]([C:7]#[N:8])[n:6]1.[Na+:15]>>[NH2:1][c:2]1[n:3]([C:17](=[O:18])[O:19][CH2:20][CH2:21][CH2:22][CH3:23])[c:4]([C:9]#[N:10])[c:5]([C:7]#[N:8])[n:6]1. The reactants are C(C)(C)(C)OC(NC(CC1=CC=CC=C1)C(NCC1=CC=C(C=C1)OC1=CC2=C(B(OC2)O)C=C1)=O)=O ({1-[4-(1-hydroxy-1,3-dihydro-benzo[c][1,2]oxaborol-5-yloxy)-benzylcarbamoyl]-2-phenyl-ethyl}-carbamic acid tert-butyl ester), Cl (HCl). Run in C(Cl)Cl (DCM). Conditions: time 8 hour. Product: NC(C(=O)NCC1=CC=C(C=C1)OC1=CC2=C(B(OC2)O)C=C1)CC1=CC=CC=C1 (2-amino-N-[4-(1-hydroxy-1,3-dihydro-benzo[c][1,2]oxaborol-5-yloxy)-benzyl]-3-phenyl-propionamid). RXN SMILES: C(OC(=O)[NH:7][CH:8]([C:16](=[O:36])[NH:17][CH2:18][C:19]1[CH:24]=[CH:23][C:22]([O:25][C:26]2[CH:35]=[CH:34][C:29]3[B:30]([OH:33])[O:31][CH2:32][C:28]=3[CH:27]=2)=[CH:21][CH:20]=1)[CH2:9][C:10]1[CH:15]=[CH:14][CH:13]=[CH:12][CH:11]=1)(C)(C)C.Cl>C(Cl)Cl>[NH2:7][CH:8]([CH2:9][C:10]1[CH:15]=[CH:14][CH:13]=[CH:12][CH:11]=1)[C:16]([NH:17][CH2:18][C:19]1[CH:20]=[CH:21][C:22]([O:25][C:26]2[CH:35]=[CH:34][C:29]3[B:30]([OH:33])[O:31][CH2:32][C:28]=3[CH:27]=2)=[CH:23][CH:24]=1)=[O:36]. Procedure: To a 20 mL scintillation vial {1-[4-(1-hydroxy-1,3-dihydro-benzo[c][1,2]oxaborol-5-yloxy)-benzylcarbamoyl]-2-phenyl-ethyl}-carbamic acid tert-butyl ester (190 mg, 0.38 mmol, 1.0 eq.) in DCM (5.0 mL) was added HCl (5.0 mL, 4.0M in 1,4-dioxane) and the mixture was stirred at room temperature overnight. The mixture was concentrated under reduced pressure to give 2-amino-N-[4-(1-hydroxy-1,3-dihydro-benzo[c][1,2]oxaborol-5-yloxy)-benzyl]-3-phenyl-propionamid as a light yellow glassy solid. LCMS (m/z)... Reactants: CC1(C)C(=O)N(Br)C(=O)N1Br, Cc1ccc2c(c1)C(=O)CCO2, Clc1ccccc1, CC(C)(C#N)N=NC(C)(C)C#N, O. The product is O=C1CCOc2ccc(CBr)cc21. RXN SMILES: [CH3:13][C:14]1([CH3:15])[N:16]([Br:19])[C:17](=[O:18])[N:20]([Br:21])[C:22]1=[O:23].[CH3:1][c:2]1[cH:3][c:4]2[c:9]([cH:10][cH:11]1)[O:8][CH2:7][CH2:6][C:5]2=[O:12].[Cl:37][c:38]1[cH:39][cH:40][cH:41][cH:42][cH:43]1.[N:24]#[C:25][C:26]([N:27]=[N:28][C:29]([C:30]#[N:31])([CH3:32])[CH3:33])([CH3:34])[CH3:35].[OH2:36]>>[CH2:1]([c:2]1[cH:3][c:4]2[c:9]([cH:10][cH:11]1)[O:8][CH2:7][CH2:6][C:5]2=[O:12])[Br:19]. RXN SMILES: [Al+3:15].[CH2:20]1[O:21][CH2:22][CH2:23][CH2:24]1.[H-:14].[H-:17].[H-:18].[H-:19].[Li+:16].[s:1]1[c:2]([C:10](=[O:11])[NH:12][CH3:13])[cH:3][c:4]2[c:5]1[cH:6][cH:7][cH:8][cH:9]2>>[s:1]1[c:2]([CH2:10][NH:12][CH3:13])[cH:3][c:4]2[c:5]1[cH:6][cH:7][cH:8][cH:9]2. The product is CNCc1cc2ccccc2s1. Reactants: [Al+3], C1CCOC1, [H-], [H-], [H-], [H-], [Li+], CNC(=O)c1cc2ccccc2s1. As a reaction SMILES: [Br:1][c:2]1[cH:3][cH:4][c:5]([C:8]([CH2:9][NH:10][C:11]([CH2:12][Cl:13])=[O:14])([c:15]2[cH:16][c:17]([O:21][CH3:22])[cH:18][cH:19][cH:20]2)[OH:23])[cH:6][cH:7]1.[CH3:24][C:25]([CH3:26])([O-:27])[CH3:28].[K+:29].[OH2:30].[cH:31]1[cH:32][cH:33][cH:34][cH:35][cH:36]1>>[Br:1][c:2]1[cH:3][cH:4][c:5]([C:8]2([c:15]3[cH:16][c:17]([O:21][CH3:22])[cH:18][cH:19][cH:20]3)[CH2:9][NH:10][C:11](=[O:14])[CH2:12][O:23]2)[cH:6][cH:7]1. The product is COc1cccc(C2(c3ccc(Br)cc3)CNC(=O)CO2)c1. Reactants: COc1cccc(C(O)(CNC(=O)CCl)c2ccc(Br)cc2)c1, CC(C)(C)[O-], [K+], O, c1ccccc1. The reactants are CN([C@@H]1CC[C@H](CC1)NC(OC(C)(C)C)=O)C (tert-butyl trans-4-(dimethylamino)cyclohexylcarbamate), C(=O)(C(F)(F)F)O (TFA). Reaction conditions: temperature 75 celsius. Product: N (ammonia), CN([C@@H]1CC[C@H](CC1)N)C (trans-N1,N1-Dimethylcyclohexane-1,4-diamine). RXN SMILES: [CH3:1][N:2]([CH3:17])[C@H:3]1[CH2:8][CH2:7][C@H:6]([NH:9]C(=O)OC(C)(C)C)[CH2:5][CH2:4]1.C(O)(C(F)(F)F)=O>>[NH3:2].[CH3:1][N:2]([CH3:17])[C@H:3]1[CH2:8][CH2:7][C@H:6]([NH2:9])[CH2:5][CH2:4]1. Reported procedure: To a solution of tert-butyl trans-4-(dimethylamino)cyclohexylcarbamate (800 mg, 3.3 mmol) was added TFA (5 mL) and the reaction mixture was stirred with heat at 75° C. for 18 h. The reaction mixture was concentrated, the residue was loaded onto an SCX® ion-exchange column, flushed with methanol and then 7 N ammonia in methanol to obtain the desired product. The fractions containing the product were concentrated to dryness to obtain the desired product as the free base (400 mg, 85%) as an orange ... Reactants: NC=1C=C2C=3CC(CCC3NC2=CC1)N(C)C (6-amino-3-(dimethyl)amino-1,2,3,4-tetrahydro-9H-carbazole), S1C(=CC=C1)C(=O)Cl (2-thienoyl chloride). Product: S1C(=CC=C1)C(=O)NC=1C=C2C=3CC(CCC3NC2=CC1)N(C)C (6-(2-thienoyl)amino-3-(dimethyl)amino-1,2,3,4-tetrahydro-9H-carbazole). Isolated yield 62.1%. Reaction SMILES: [NH2:1][C:2]1[CH:3]=[C:4]2[C:12](=[CH:13][CH:14]=1)[NH:11][C:10]1[CH2:9][CH2:8][CH:7]([N:15]([CH3:17])[CH3:16])[CH2:6][C:5]2=1.[S:18]1[CH:22]=[CH:21][CH:20]=[C:19]1[C:23](Cl)=[O:24]>>[S:18]1[CH:22]=[CH:21][CH:20]=[C:19]1[C:23]([NH:1][C:2]1[CH:3]=[C:4]2[C:12](=[CH:13][CH:14]=1)[NH:11][C:10]1[CH2:9][CH2:8][CH:7]([N:15]([CH3:17])[CH3:16])[CH2:6][C:5]2=1)=[O:24]. Procedure: Beginning with 10.6 mg (0.046 mMol) 6-amino-3-(dimethyl)amino-1,2,3,4-tetrahydro-9H-carbazole and 8.8 μL (0.082 mMol) 2-thienoyl chloride, 9.7 mg (62%) of the title compound were recovered as a brown solid.